This data is from the Open Reaction Database (ORD), a public repository of structured organic reaction records. The task is: describe an organic reaction: reactants, conditions, products, and yield Reactants: KHCO3, C(C)(C)(C)OC(=O)N1CC(C=2C3=C(C(=CC12)[N+](=O)[O-])C=CC=C3)CCl (3-(tert-butyloxycarbonyl)-1-chloromethyl-5-nitro-1,2-dihydro-3H-benz[e]indole), CCN=C=NCCCN(C)C.Cl (EDCI.HCl), COC=1C=C(/C=C/C(=O)O)C=CC1 ((E)-3-methoxycinnamic acid). Solvent: CC(=O)N(C)C (DMA). Yields the product ClCC1CN(C=2C=C(C3=C(C12)C=CC=C3)[N+](=O)[O-])C(\C=C\C3=CC(=CC=C3)OC)=O (1-(chloromethyl)-3-[(E)-3-methoxycinnamoyl]-5-nitro-1,2-dihydro-3H-benz[e]indole). The yield is 73.7%. RXN SMILES: C(O[C:6]([N:8]1[C:16]2[CH:15]=[C:14]([N+:17]([O-:19])=[O:18])[C:13]3[CH:20]=[CH:21][CH:22]=[CH:23][C:12]=3[C:11]=2[CH:10]([CH2:24][Cl:25])[CH2:9]1)=[O:7])(C)(C)C.CCN=C=NCCCN(C)C.Cl.[CH3:38][O:39][C:40]1[CH:41]=[C:42]([CH:48]=[CH:49][CH:50]=1)/[CH:43]=[CH:44]/C(O)=O>CC(N(C)C)=O>[Cl:25][CH2:24][CH:10]1[C:11]2[C:12]3[CH:23]=[CH:22][CH:21]=[CH:20][C:13]=3[C:14]([N+:17]([O-:19])=[O:18])=[CH:15][C:16]=2[N:8]([C:6](=[O:7])/[CH:44]=[CH:43]/[C:42]2[CH:48]=[CH:49][CH:50]=[C:40]([O:39][CH3:38])[CH:41]=2)[CH2:9]1 |f:1.2|. Procedure details: Deprotection of 13 (250 mg, 0.69 mmol) as in Example C above, and reaction of the product with EDCI.HCl (331 mg, 1.73 mmol), (E)-3-methoxycinnamic acid (129 mg, 0.72 mmol) and DMA (3 mL) at 20° C. for 3 h, followed by addition of dilute KHCO3, gave a solid. This was recrystallised from CH2Cl2 /i-Pr2O followed by EtOAc to give 14l (215 mg, 74%), mp 200° C. 1H NMR [(CD3)2SO] δ 9.22 (s, 1 H, H-4), 8.33 (dd, J=7.9, 1.8 Hz, 1 H, H-6), 8.19 (dd, J=7.5, 1.7 Hz, 1 H, H-9), 7.78-7.68 (m, 2 H, H-7,8), 7.7... Reaction SMILES: [Cl:1][c:2]1[n:3][c:4]([N:8]2[C:9](=[O:21])[O:10][C:11]([c:14]3[cH:15][cH:16][cH:17][cH:18][cH:19]3)([CH3:20])[CH2:12][CH2:13]2)[n:5][cH:6][cH:7]1.[F:22][c:23]1[c:24]([B:30]([OH:31])[OH:32])[cH:25][cH:26][c:27]([F:29])[cH:28]1>>[c:2]1(-[c:24]2[c:23]([F:22])[cH:28][c:27]([F:29])[cH:26][cH:25]2)[n:3][c:4]([N:8]2[C:9](=[O:21])[O:10][C:11]([c:14]3[cH:15][cH:16][cH:17][cH:18][cH:19]3)([CH3:20])[CH2:12][CH2:13]2)[n:5][cH:6][cH:7]1. Product: CC1(c2ccccc2)CCN(c2nccc(-c3ccc(F)cc3F)n2)C(=O)O1. The reactants are CC1(c2ccccc2)CCN(c2nccc(Cl)n2)C(=O)O1, OB(O)c1ccc(F)cc1F. The reactants are ClC1=C(C#N)C(=CC=C1Cl)[N+](=O)[O-] (2,3-dichloro-6-nitrobenzonitrile), B2H6. Product: Cl.ClC1=C(CN)C(=CC=C1Cl)[N+](=O)[O-] (2,3-dichloro-6-nitrobenzylamine HCl). As a reaction SMILES: [Cl:1][C:2]1[C:9]([Cl:10])=[CH:8][CH:7]=[C:6]([N+:11]([O-:13])=[O:12])[C:3]=1[C:4]#[N:5].[H]1[BH2][H][BH2]1>>[ClH:1].[Cl:1][C:2]1[C:9]([Cl:10])=[CH:8][CH:7]=[C:6]([N+:11]([O-:13])=[O:12])[C:3]=1[CH2:4][NH2:5] |f:2.3|. Procedure: As shown below in the Examples, a preferred process is set forth for making 2-amino-5,6-dichloro-3,4-dihydroquinazoline from commercially available starting materials. In one process 1,2,3-trichlorobenzene is used as the starting material and is nitrated using, for example, nitric/sulfuric acids to form 1,2,3-trichloro-4-nitrobenzene. This compound is then reacted with a cyanating agent such as CuCN to form 2,3-dichloro-6-nitrobenzonitrile. The nitrile is then reacted under reducing conditions u... Reactants: CC(CC(=O)OC)C(=O)C=1C=C2CC(CC2=CC1)NS(=O)(=O)C1=CC=CC=C1 (methyl 3-methyl-4-(2-benzenesulphonamido-indan-5-yl)-4-oxobuty rate), [OH-].[Na+] (sodium hydroxide). Product: CC(CC(=O)O)C(=O)C=1C=C2CC(CC2=CC1)NS(=O)(=O)C1=CC=CC=C1 (3-Methyl-4-(2-benzenesulphonamido-indan-5-yl)-4-oxobutyric acid). As a reaction SMILES: [CH3:1][CH:2]([C:8]([C:10]1[CH:11]=[C:12]2[C:16](=[CH:17][CH:18]=1)[CH2:15][CH:14]([NH:19][S:20]([C:23]1[CH:28]=[CH:27][CH:26]=[CH:25][CH:24]=1)(=[O:22])=[O:21])[CH2:13]2)=[O:9])[CH2:3][C:4]([O:6]C)=[O:5].[OH-].[Na+]>>[CH3:1][CH:2]([C:8]([C:10]1[CH:11]=[C:12]2[C:16](=[CH:17][CH:18]=1)[CH2:15][CH:14]([NH:19][S:20]([C:23]1[CH:24]=[CH:25][CH:26]=[CH:27][CH:28]=1)(=[O:22])=[O:21])[CH2:13]2)=[O:9])[CH2:3][C:4]([OH:6])=[O:5] |f:1.2|. Procedure: Prepared analogously to Example 2 from methyl 3-methyl-4-(2-benzenesulphonamido-indan-5-yl)-4-oxobuty rate by hydrolysis with sodium hydroxide. The reactants are O=C([O-])[O-], CN(c1cccc2cc(C(=O)NCC(C)(C=O)SCc3ccccc3)[nH]c12)S(=O)(=O)c1cccs1, CO, Cl, [K+], [K+], NO, O. Yields the product CN(c1cccc2cc(C(=O)NCC(C)(C=NO)SCc3ccccc3)[nH]c12)S(=O)(=O)c1cccs1. RXN SMILES: [C:39](=[O:40])([O-:41])[O-:42].[CH2:1]([c:2]1[cH:3][cH:4][cH:5][cH:6][cH:7]1)[S:8][C:9]([CH2:10][NH:11][C:12](=[O:13])[c:14]1[nH:15][c:16]2[c:17]([N:23]([S:24](=[O:25])(=[O:26])[c:27]3[s:28][cH:29][cH:30][cH:31]3)[CH3:32])[cH:18][cH:19][cH:20][c:21]2[cH:22]1)([CH:33]=[O:34])[CH3:35].[CH3:45][OH:46].[ClH:36].[K+:43].[K+:44].[NH2:37][OH:38].[OH2:47]>>[CH2:1]([c:2]1[cH:3][cH:4][cH:5][cH:6][cH:7]1)[S:8][C:9]([CH2:10][NH:11][C:12](=[O:13])[c:14]1[nH:15][c:16]2[c:17]([N:23]([S:24](=[O:25])(=[O:26])[c:27]3[s:28][cH:29][cH:30][cH:31]3)[CH3:32])[cH:18][cH:19][cH:20][c:21]2[cH:22]1)([CH:33]=[N:37][OH:38])[CH3:35]. Reactants: CC(C)(C)[O-].[K+] (t-BuOK), C1CCOC1 (THF), [Cl-] (chloride), C1CCOC1 (THF), C(CC)C1CC(CC1)C1CCC(CC1)=O (4-(3-Propylcyclopentyl)-cyclohexanone), C1CCOC1 (THF). As a reaction SMILES: [Cl-].CC([O-])(C)C.[K+].[CH2:8]([CH:11]1[CH2:15][CH2:14][CH:13]([CH:16]2[CH2:21][CH2:20][C:19](=O)[CH2:18][CH2:17]2)[CH2:12]1)[CH2:9][CH3:10].C1[CH2:27][O:26][CH2:25]C1>>[CH3:25][O:26][CH:27]=[C:19]1[CH2:20][CH2:21][CH:16]([CH:13]2[CH2:14][CH2:15][CH:11]([CH2:8][CH2:9][CH3:10])[CH2:12]2)[CH2:17][CH2:18]1 |f:1.2|. Conditions: time 1 hour. Product: COC=C1CCC(CC1)C1CC(CC1)CCC (1-methoxymethylene-4-(3-propylcyclopentyl)cyclohexane). Procedure details: THF (100 ml) was added to methoxymethyltriphenylphophnium chloride (29.3 g) in a reaction vessel under an atmosphere of nitrogen, and the solution was cooled to −15° C. t-BuOK (10.5 g) in a THF (50 ml) solution was added, and the stirring was continued for another 1 hour. 4-(3-Propylcyclopentyl)-cyclohexanone (15.0 g) in a THF (50 ml) solution was added dropwise, and the stirring was continued for another 2 hours. The reaction mixture was warmed to room temperature and was extracted with toluene... Reactants: CCN(C(C)C)C(C)C, CC(C)O, Clc1ncc(Cl)c(Cl)n1, CC(C)NC(=O)c1ccccc1N. The product is CC(C)NC(=O)c1ccccc1Nc1nc(Cl)ncc1Cl. As a reaction SMILES: [CH:23]([N:24]([CH:25]([CH3:26])[CH3:27])[CH2:28][CH3:29])([CH3:30])[CH3:31].[CH:32]([OH:33])([CH3:34])[CH3:35].[Cl:1][c:2]1[n:3][cH:4][c:5]([Cl:9])[c:6]([Cl:8])[n:7]1.[NH2:10][c:11]1[c:12]([C:13](=[O:14])[NH:15][CH:16]([CH3:17])[CH3:18])[cH:19][cH:20][cH:21][cH:22]1>>[Cl:1][c:2]1[n:3][cH:4][c:5]([Cl:9])[c:6]([NH:10][c:11]2[c:12]([C:13](=[O:14])[NH:15][CH:16]([CH3:17])[CH3:18])[cH:19][cH:20][cH:21][cH:22]2)[n:7]1.